This data is from the Open Reaction Database (ORD), a public repository of structured organic reaction records. The task is: describe an organic reaction: reactants, conditions, products, and yield The reactants are BrCC(=O)Br (bromoacetyl bromide), ice water, NC1=C(C(=O)OCC)C=CC=C1 (ethyl 2-aminobenzoate), CN(C)C=O (DMF), BrCC(=O)Br (Bromoacetyl bromide). The solvent is O1CCOCC1 (dioxane). Reaction conditions: temperature 0 celsius, time 8 hour. The product is BrCC(=O)NC1=C(C(=O)OCC)C=CC=C1 (Ethyl 2-((Bromoacetyl)amino)benzoate). The yield is 64.5%. Reaction SMILES: [NH2:1][C:2]1[CH:12]=[CH:11][CH:10]=[CH:9][C:3]=1[C:4]([O:6][CH2:7][CH3:8])=[O:5].CN(C=O)C.[Br:18][CH2:19][C:20](Br)=[O:21]>O1CCOCC1>[Br:18][CH2:19][C:20]([NH:1][C:2]1[CH:12]=[CH:11][CH:10]=[CH:9][C:3]=1[C:4]([O:6][CH2:7][CH3:8])=[O:5])=[O:21]. Reported procedure: A solution of ethyl 2-aminobenzoate (3.0 g, 18 mmol) in a mixture of anhydrous DMF (30 mL) and anhydrous dioxane (30 mL) in a 250 mL 3-necked round-bottomed flask equipped with a constant addition funnel (60 mL) was cooled to 0° C. using an ice-bath. Bromoacetyl bromide (3.68 g, 1.6 mL, 18 mmol) was added dropwise, keeping the internal temperature between 0° and 5° C. over a 1/2 h period. After the addition of the bromoacetyl bromide was completed, the solution was warmed to rt, stirred overnigh... Reaction conditions: time 2 hour. Procedure details: An argon purged solution of the dibromide obtained in step (b) above (20.8 g, 75.4 mM) and anhydrous sodium acetate (NaOAc) (21.0 g) in ethyl acetate (370 ml) and glacial acetic acid (37 ml) was treated with 5% Pd/C (1.30 g) and the black suspension stirred under one atmosphere of H2 while monitoring uptake (22.4 l/mole). After 2.0 hours H2 uptake was complete, the mixture was filtered through Celite, the filtrate washed with saturated NaHCO3 and brine and then dried over anhydrous MgSO4 and eva... Product: BrC[C@H](CC(=O)OC)O ((S)-4-Bromo-3-hydroxybutanoic acid, methyl ester). The reactants are BrC(C(=O)OC)C(CBr)O (2,4-Dibromo-3-hydroxy butanoic acid, methyl ester), C(C)(=O)[O-].[Na+] (sodium acetate). Reagents/catalysts: [Pd] (Pd/C). The solvent is C(C)(=O)OCC (ethyl acetate), C(C)(=O)O (acetic acid). RXN SMILES: Br[CH:2]([CH:7]([OH:10])[CH2:8][Br:9])[C:3]([O:5][CH3:6])=[O:4].C([O-])(=O)C.[Na+]>C(OCC)(=O)C.C(O)(=O)C.[Pd]>[Br:9][CH2:8][C@@H:7]([OH:10])[CH2:2][C:3]([O:5][CH3:6])=[O:4] |f:1.2|. Reactants: ClC1=CC=C2C(C(=O)OC(N2)=O)=C1 (5-chloroisatoic anhydride), CN (methylamine), C(C)(=O)OCC (Ethyl acetate), O (water). Run in O1CCCC1 (tetrahydrofuran). Reaction conditions: time 1 hour. Product: NC1=C(C(=O)NC)C=C(C=C1)Cl (2-amino-5-chloro-N-methylbenzamide). Yield: 86.6%. RXN SMILES: [Cl:1][C:2]1[CH:13]=[C:6]2[C:7](OC(=O)[NH:11][C:5]2=[CH:4][CH:3]=1)=[O:8].[CH3:14][NH2:15].C(OCC)(=O)C.O>O1CCCC1>[NH2:11][C:5]1[CH:4]=[CH:3][C:2]([Cl:1])=[CH:13][C:6]=1[C:7]([NH:15][CH3:14])=[O:8]. Reported procedure: To a solution of 5-chloroisatoic anhydride (10.0 g, 51 mmol) in tetrahydrofuran (100 ml) at ambient temperature was added a 40% w/w aqueous solution of methylamine (19.80 g, 255 mmol) dropwise. The mixture was stirred at an ambient temperature for 1 hour. Ethyl acetate (100 ml) and water (100 ml) were added and the phases separated. The aqueous layer was back extracted with ethyl acetate (100 ml) and the combined organics were evaporated under reduced pressure to afford a white solid, which was ... The reactants are BrCc1ccccc1, CC(C)(C)OC(=O)CN(CC(=O)OC(C)(C)C)c1ccccc1O, C1CCOC1, [H-], [Na+]. Yields the product CC(C)(C)OC(=O)CN(CC(=O)OC(C)(C)C)c1ccccc1OCc1ccccc1. Reaction SMILES: [Br:27][CH2:28][c:29]1[cH:30][cH:31][cH:32][cH:33][cH:34]1.[C:1]([CH3:2])([CH3:3])([CH3:4])[O:5][C:6]([CH2:7][N:8]([c:9]1[c:10]([OH:15])[cH:11][cH:12][cH:13][cH:14]1)[CH2:16][C:17](=[O:18])[O:19][C:20]([CH3:21])([CH3:22])[CH3:23])=[O:24].[CH2:35]1[O:36][CH2:37][CH2:38][CH2:39]1.[H-:25].[Na+:26]>>[C:1]([CH3:2])([CH3:3])([CH3:4])[O:5][C:6]([CH2:7][N:8]([c:9]1[c:10]([O:15][CH2:28][c:29]2[cH:30][cH:31][cH:32][cH:33][cH:34]2)[cH:11][cH:12][cH:13][cH:14]1)[CH2:16][C:17](=[O:18])[O:19][C:20]([CH3:21])([CH3:22])[CH3:23])=[O:24]. The reactants are O=C(Cl)CCCBr, C1CCOC1, CCOC(C)=O, CCN(C(C)C)C(C)C, ClCCl, [H-], Cc1c(-c2ccc(C(N)=O)c3[nH]c4cc(CN)ccc4c23)cccc1N1Cc2ccccc2C1=O, [Na+], O. The product is Cc1c(-c2ccc(C(N)=O)c3[nH]c4cc(CN5CCCC5=O)ccc4c23)cccc1N1Cc2ccccc2C1=O. RXN SMILES: [Br:45][CH2:46][CH2:47][CH2:48][C:49](=[O:50])[Cl:51].[CH2:54]1[O:55][CH2:56][CH2:57][CH2:58]1.[CH3:62][CH2:63][O:64][C:65]([CH3:66])=[O:67].[CH:36]([N:37]([CH2:38][CH3:39])[CH:40]([CH3:41])[CH3:42])([CH3:43])[CH3:44].[Cl:59][CH2:60][Cl:61].[H-:52].[NH2:1][CH2:2][c:3]1[cH:4][cH:5][c:6]2[c:7]3[c:8](-[c:19]4[c:20]([CH3:35])[c:21]([N:25]5[C:26](=[O:34])[c:27]6[cH:28][cH:29][cH:30][cH:31][c:32]6[CH2:33]5)[cH:22][cH:23][cH:24]4)[cH:9][cH:10][c:11]([C:16](=[O:17])[NH2:18])[c:12]3[nH:13][c:14]2[cH:15]1.[Na+:53].[OH2:68]>>[N:1]1([CH2:2][c:3]2[cH:4][cH:5][c:6]3[c:7]4[c:8](-[c:19]5[c:20]([CH3:35])[c:21]([N:25]6[C:26](=[O:34])[c:27]7[cH:28][cH:29][cH:30][cH:31][c:32]7[CH2:33]6)[cH:22][cH:23][cH:24]5)[cH:9][cH:10][c:11]([C:16](=[O:17])[NH2:18])[c:12]4[nH:13][c:14]3[cH:15]2)[CH2:46][CH2:47][CH2:48][C:49]1=[O:50]. The reactants are ethyl ester, C(C)C=1N=C2N(C(=CC=C2)C(=O)O)C1 (2-ethylimidazo[1,2-a]pyridine-5-carboxylic acid), [BH4-].[Na+] (sodium borohydride), Cl (HCl), aqueous solution, [OH-].[Na+] (sodium hydroxide). Run in ice water. Conditions: time 3 hour. Product: C(C)C=1N=C2N(C(=CC=C2)CO)C1 (2-ethyl-5-hydroxymethylimidazo[1,2-a]pyridine). Yield: 70.0%. RXN SMILES: [CH2:1]([C:3]1[N:4]=[C:5]2[CH:10]=[CH:9][CH:8]=[C:7]([C:11](O)=[O:12])[N:6]2[CH:14]=1)[CH3:2].[BH4-].[Na+].Cl.[OH-].[Na+]>>[CH2:1]([C:3]1[N:4]=[C:5]2[CH:10]=[CH:9][CH:8]=[C:7]([CH2:11][OH:12])[N:6]2[CH:14]=1)[CH3:2] |f:1.2,4.5|. Procedure: To a solution of 5.29 g (24.24 mmol) of ethyl ester of 2-ethylimidazo[1,2-a]pyridine-5-carboxylic acid was added 2.75 g (72.72 mmol) of sodium borohydride under ice-cooling. The reaction mixture was stirred for 3 hours under ice-cooling. The reaction mixture was then poured into 150 ml of ice-water. The reaction mixture was mixed well, to which was added 12N HCl until the pH of the solution reached 2. This solution was stirred for two hours at room temperature, which was neutralized with a 6N aq... Yields the product Fc1ccc(C2CC(CI)CO2)cc1. Reaction SMILES: [CH3:27][C:28](=[O:29])[CH3:30].[F:1][c:2]1[cH:3][cH:4][c:5]([CH:8]2[O:9][CH2:10][CH:11]([CH2:13][O:14][S:15]([c:16]3[cH:17][cH:18][c:19]([CH3:20])[cH:21][cH:22]3)(=[O:23])=[O:24])[CH2:12]2)[cH:6][cH:7]1.[I-:26].[Na+:25]>>[F:1][c:2]1[cH:3][cH:4][c:5]([CH:8]2[O:9][CH2:10][CH:11]([CH2:13][I:26])[CH2:12]2)[cH:6][cH:7]1. Starting materials: CC(C)=O, Cc1ccc(S(=O)(=O)OCC2COC(c3ccc(F)cc3)C2)cc1, [I-], [Na+]. Reactants: O=c1[nH]c(Cc2ccccc2)ncc1-c1ccc(OCc2ccccc2)c(F)c1, O=C(O)C(F)(F)F. The product is O=c1[nH]c(Cc2ccccc2)ncc1-c1ccc(O)c(F)c1. As a reaction SMILES: [CH2:1]([c:2]1[cH:3][cH:4][cH:5][cH:6][cH:7]1)[c:8]1[n:9][cH:10][c:11](-[c:15]2[cH:16][c:17]([F:29])[c:18]([O:21][CH2:22][c:23]3[cH:24][cH:25][cH:26][cH:27][cH:28]3)[cH:19][cH:20]2)[c:12](=[O:14])[nH:13]1.[OH:30][C:31]([C:32]([F:33])([F:34])[F:35])=[O:36]>>[CH2:1]([c:2]1[cH:3][cH:4][cH:5][cH:6][cH:7]1)[c:8]1[n:9][cH:10][c:11](-[c:15]2[cH:16][c:17]([F:29])[c:18]([OH:21])[cH:19][cH:20]2)[c:12](=[O:14])[nH:13]1. Reactants: NN=CC1=CC=C(C=C1)CCCCC(=O)NC(CC(=O)O)CCS(=O)CC1=CC=CC=C1 ((±)-3-[[5-[4-(Aminoiminomethyl)phenyl]-1oxopentyl]amino]-5-[(phenylmethyl)sulfinyl]pentanoic acid), O (water), OO (H2O2). Solvent: C(C)(=O)O (acetic acid). Run at time 24 hour. Yields the product NN=CC1=CC=C(C=C1)CCCCC(=O)NC(CC(=O)O)CCS(=O)(=O)CC1=CC=CC=C1 ((±)-3-[[5-[4-(aminoiminomethyl)phenyl]-1-oxopentyl]amino]-5 -[(phenylmethyl)sulfonyl]pentanoic acid). As a reaction SMILES: [NH2:1][N:2]=[CH:3][C:4]1[CH:9]=[CH:8][C:7]([CH2:10][CH2:11][CH2:12][CH2:13][C:14]([NH:16][CH:17]([CH2:22][CH2:23][S:24]([CH2:26][C:27]2[CH:32]=[CH:31][CH:30]=[CH:29][CH:28]=2)=[O:25])[CH2:18][C:19]([OH:21])=[O:20])=[O:15])=[CH:6][CH:5]=1.[OH2:33].OO>C(O)(=O)C>[NH2:1][N:2]=[CH:3][C:4]1[CH:5]=[CH:6][C:7]([CH2:10][CH2:11][CH2:12][CH2:13][C:14]([NH:16][CH:17]([CH2:22][CH2:23][S:24]([CH2:26][C:27]2[CH:28]=[CH:29][CH:30]=[CH:31][CH:32]=2)(=[O:33])=[O:25])[CH2:18][C:19]([OH:21])=[O:20])=[O:15])=[CH:8][CH:9]=1. Procedure details: (±)-3-[[5-[4-(Aminoiminomethyl)phenyl]-1oxopentyl]amino]-5-[(phenylmethyl)sulfinyl]pentanoic acid (2.5 g) was added to water (15 ml), acetic acid (5 ml) and 30% H2O2 (10 ml). The oxidation was allowed to proceed for 24 h. after which the reaction mixture was worked up. The product was purified by reverse phase chromatography (water/acetonitrile) and lyophilized to give 1.6 g of the title compound as a white solid: 1H NMR (d6 -DMSO) δ1.48 (m, 2H), 1.56 (m, 2H), 1.75 (m, 2H), 2.10 (m, 2H), 2.41 (m...